describe an organic reaction: reactants, conditions, products, and yield From a dataset of the Open Reaction Database (ORD), a public repository of structured organic reaction records. The reactants are COC1=CC=C(CS[C@H]2C[C@H](N(C2)C(=O)OCC2=CC=C(C=C2)[N+](=O)[O-])C(=O)O)C=C1 ((2S,4S)-4-(4-methoxybenzylthio)-1-(4-nitrobenzyloxycarbonyl)-2-pyrrolidinecarboxylic acid), N,N'-carbonyldiimidazole, C[C@H]1N(CCNC1)C(=O)OCC1=CC=C(C=C1)[N+](=O)[O-] ((2R)-2-methyl-1-(4-nitrobenzyloxycarbonyl)piperazine). Yields the product S[C@H]1C[C@H](N(C1)C(=O)OCC1=CC=C(C=C1)[N+](=O)[O-])C(=O)N1C[C@H](N(CC1)C(=O)OCC1=CC=C(C=C1)[N+](=O)[O-])C ((2S,4S)-4-Mercapto-2-[(3R)-3-methyl-4-(4-nitrobenzyloxycarbonyl)piperazin-1-ylcarbonyl]-1-(4-nitrobenzyloxycarbonyl)pyrrolidine). The yield is 69.4%. Reaction SMILES: COC1C=CC(C[S:8][C@@H:9]2[CH2:13][N:12]([C:14]([O:16][CH2:17][C:18]3[CH:23]=[CH:22][C:21]([N+:24]([O-:26])=[O:25])=[CH:20][CH:19]=3)=[O:15])[C@H:11]([C:27]([OH:29])=O)[CH2:10]2)=CC=1.[CH3:32][C@@H:33]1[CH2:38][NH:37][CH2:36][CH2:35][N:34]1[C:39]([O:41][CH2:42][C:43]1[CH:48]=[CH:47][C:46]([N+:49]([O-:51])=[O:50])=[CH:45][CH:44]=1)=[O:40]>>[SH:8][C@@H:9]1[CH2:13][N:12]([C:14]([O:16][CH2:17][C:18]2[CH:19]=[CH:20][C:21]([N+:24]([O-:26])=[O:25])=[CH:22][CH:23]=2)=[O:15])[C@H:11]([C:27]([N:37]2[CH2:36][CH2:35][N:34]([C:39]([O:41][CH2:42][C:43]3[CH:44]=[CH:45][C:46]([N+:49]([O-:51])=[O:50])=[CH:47][CH:48]=3)=[O:40])[C@H:33]([CH3:32])[CH2:38]2)=[O:29])[CH2:10]1. Procedure: Following a procedure similar to that described in Preparation 8, but using 0.23 g of (2S,4S)-4-(4-methoxybenzylthio)-1-(4-nitrobenzyloxycarbonyl)-2-pyrrolidinecarboxylic acid, 0.10 g of N,N'-carbonyldiimidazole and 0.17 g of (2R)-2-methyl-1-(4-nitrobenzyloxycarbonyl)piperazine, 0.21 g of the title compound was obtained as an amorphous solid. Starting materials: N1N=CC(=C1)C=O (1H-pyrazole-4-carbaldehyde), CC(C)([O-])C.[K+] (potassium tert-butoxide), C(C)(C)(C)OC(CBr)=O (Tert-butylbromoacetate). The solvent is CN(C=O)C (N,N-dimethylformamide). Run at time 5 minute. The product is C(=O)C=1C=NN(C1)CC(=O)OC(C)(C)C (Tert-butyl 2-(4-formylpyrazol-1-yl)acetate). Yield: 62.0%. As a reaction SMILES: [NH:1]1[CH:5]=[C:4]([CH:6]=[O:7])[CH:3]=[N:2]1.CC(C)([O-])C.[K+].[C:14]([O:18][C:19](=[O:22])[CH2:20]Br)([CH3:17])([CH3:16])[CH3:15]>CN(C)C=O>[CH:6]([C:4]1[CH:5]=[N:1][N:2]([CH2:20][C:19]([O:18][C:14]([CH3:17])([CH3:16])[CH3:15])=[O:22])[CH:3]=1)=[O:7] |f:1.2|. Reported procedure: A mixture of 1H-pyrazole-4-carbaldehyde (0.5 g, 5.2 mmol), potassium tert-butoxide (0.7 g, 6.25 mmol) in N,N-dimethylformamide (6 mL) was stirred at room temperature for 5 minutes. Tert-butylbromoacetate (1.11 g, 5.72 mmol) was added and the resulting mixture was stirred for 2 hours at room temperature. The reaction was partitioned between ethyl acetate and saturated aqueous sodium bicarbonate solution. The organic layer was collected, washed with water then brine, passed through a hydrophobic f... Reactants: NCCC1=CC=C(C=C1)S(=O)(=O)NC(=O)NCCCC (N-[4-(2-aminoethyl)-benzenesulphonyl]-N'-n-butylurea), CC1=NN(C=C1)C(=O)Cl (3-methylpyrazole-1-carboxylic acid chloride), N-{4-[2-(3-methylpyrazole-1-carbonamide)-ethyl]-benzenesulphonyl}-N'-n-butylurea. Product: NCCC1=CC=C(C=C1)S(=O)(=O)NC(=O)NCCC (N-[4-(2-aminoethyl)-benzenesulphonyl]-N'-n-propylurea). As a reaction SMILES: [NH2:1][CH2:2][CH2:3][C:4]1[CH:9]=[CH:8][C:7]([S:10]([NH:13][C:14]([NH:16][CH2:17][CH2:18][CH2:19]C)=[O:15])(=[O:12])=[O:11])=[CH:6][CH:5]=1.CC1C=CN(C(Cl)=O)N=1>>[NH2:1][CH2:2][CH2:3][C:4]1[CH:9]=[CH:8][C:7]([S:10]([NH:13][C:14]([NH:16][CH2:17][CH2:18][CH3:19])=[O:15])(=[O:12])=[O:11])=[CH:6][CH:5]=1. Reported procedure: Treating in an analogous way N-[4-(2-aminoethyl)-benzenesulphonyl]-N'-n-butylurea of the melting point at 193°-195° C. with 3-methylpyrazole-1-carboxylic acid chloride, N-{4-[2-(3-methylpyrazole-1-carbonamide)-ethyl]-benzenesulphonyl}-N'-n-butylurea of the melting point at 145°-147° C. is obtained whereas from N-[4-(2-aminoethyl)-benzenesulphonyl]-N'-n-propylurea of the melting point at 194°-196° C., N-{4-[2-(3-methylpyrazole-1-carbonamide)-ethyl]-benzenesulphonyl}-N'-n-propylurea of the melting... Starting materials: BrCc1ccsc1, ClC(Cl)(Cl)Cl, COC(C)O, COCC[O-], [Na+]. Yields the product COC(C)OCc1ccsc1. RXN SMILES: [Br:1][CH2:2][c:3]1[cH:4][s:5][cH:6][cH:7]1.[C:19]([Cl:20])([Cl:21])([Cl:22])[Cl:23].[CH3:14][O:15][CH:16]([CH3:17])[OH:18].[CH3:8][O:9][CH2:10][CH2:11][O-:12].[Na+:13]>>[CH2:2]([c:3]1[cH:4][s:5][cH:6][cH:7]1)[O:18][CH:16]([O:15][CH3:14])[CH3:17]. Reactants: FC1=CC=C(C=C1)[C@]1(CCN(C(O1)=O)[C@@H](C)C1=CC=C(C=C1)B1OC(C(O1)(C)C)(C)C)CC(C)(C)O ((S)-6-(4-fluorophenyl)-6-(2-hydroxy-2-methylpropyl)-3-((S)-1-(4-(4,4,5,5-tetramethyl-1,3,2-dioxaborolan-2-yl)phenyl)ethyl)-1,3-oxazinan-2-one), ClC=1N=NC(=CC1)C (3-chloro-6-methylpyridazine). Yields the product FC1=CC=C(C=C1)[C@]1(CCN(C(O1)=O)[C@@H](C)C1=CC=C(C=C1)C=1N=NC(=CC1)C)CC(C)(C)O ((S)-6-(4-fluorophenyl)-6-(2-hydroxy-2-methylpropyl)-3-((S)-1-(4-(6-methylpyridazin-3-yl)phenyl)ethyl)-1,3-oxazinan-2-one). As a reaction SMILES: [F:1][C:2]1[CH:7]=[CH:6][C:5]([C@:8]2([CH2:32][C:33]([OH:36])([CH3:35])[CH3:34])[O:13][C:12](=[O:14])[N:11]([C@H:15]([C:17]3[CH:22]=[CH:21][C:20](B4OC(C)(C)C(C)(C)O4)=[CH:19][CH:18]=3)[CH3:16])[CH2:10][CH2:9]2)=[CH:4][CH:3]=1.Cl[C:38]1[N:39]=[N:40][C:41]([CH3:44])=[CH:42][CH:43]=1>>[F:1][C:2]1[CH:3]=[CH:4][C:5]([C@:8]2([CH2:32][C:33]([OH:36])([CH3:34])[CH3:35])[O:13][C:12](=[O:14])[N:11]([C@H:15]([C:17]3[CH:22]=[CH:21][C:20]([C:38]4[N:39]=[N:40][C:41]([CH3:44])=[CH:42][CH:43]=4)=[CH:19][CH:18]=3)[CH3:16])[CH2:10][CH2:9]2)=[CH:6][CH:7]=1. Procedure details: The title compound was prepared from (S)-6-(4-fluorophenyl)-6-(2-hydroxy-2-methylpropyl)-3-((S)-1-(4-(4,4,5,5-tetramethyl-1,3,2-dioxaborolan-2-yl)phenyl)ethyl)-1,3-oxazinan-2-one and 3-chloro-6-methylpyridazine following a procedure analogous to that described in Example 1 Step 2. LC-MS Method 2 tR=1.163 min, m/z=464; 1H NMR (CDCl3) 1.12 (d, 6H), 1.55 (d, 3H), 2.18 (s, 2H), 2.19-2.28 (m, 2H), 2.40 (m, 1H), 2.74 (s, 3H), 2.90 (m, 1H), 5.71 (m, 1H), 6.96-7.05 (t, 2H), 7.10 (d, 2H), 7.29 (m, 2H), 7... Reactants: CC(=O)O[BH-](OC(C)=O)OC(C)=O, N#Cc1c[nH]c(C(=O)Nc2ccc(C3CCNCC3)cc2C2=CCCCC2)n1, ClCCCl, O=C(O)C(F)(F)F, [Na+], O=Cc1ccccn1. Yields the product N#Cc1c[nH]c(C(=O)Nc2ccc(C3CCN(Cc4ccccn4)CC3)cc2C2=CCCCC2)n1, O=C(O)C(F)(F)F. Reaction SMILES: [C:44]([O:45][BH-:46]([O:47][C:48](=[O:49])[CH3:50])[O:51][C:52](=[O:53])[CH3:54])(=[O:55])[CH3:56].[C:8]1([c:14]2[c:15]([NH:26][C:27](=[O:28])[c:29]3[nH:30][cH:31][c:32]([C:34]#[N:35])[n:33]3)[cH:16][cH:17][c:18]([CH:20]3[CH2:21][CH2:22][NH:23][CH2:24][CH2:25]3)[cH:19]2)=[CH:9][CH2:10][CH2:11][CH2:12][CH2:13]1.[Cl:58][CH2:59][CH2:60][Cl:61].[F:1][C:2]([C:3](=[O:4])[OH:5])([F:6])[F:7].[Na+:57].[n:36]1[c:37]([CH:42]=[O:43])[cH:38][cH:39][cH:40][cH:41]1>>[C:8]1([c:14]2[c:15]([NH:26][C:27](=[O:28])[c:29]3[nH:30][cH:31][c:32]([C:34]#[N:35])[n:33]3)[cH:16][cH:17][c:18]([CH:20]3[CH2:21][CH2:22][N:23]([CH2:42][c:37]4[n:36][cH:41][cH:40][cH:39][cH:38]4)[CH2:24][CH2:25]3)[cH:19]2)=[CH:9][CH2:10][CH2:11][CH2:12][CH2:13]1.[F:1][C:2]([C:3](=[O:4])[OH:5])([F:6])[F:7].